From a dataset of the Open Reaction Database (ORD), a public repository of structured organic reaction records. describe an organic reaction: reactants, conditions, products, and yield Reactants: Cl, CC(N)c1ccc(F)cc1F, O=C(O)c1ccc(I)cc1NS(=O)(=O)c1cccc2nccnc12. The product is CC(NC(=O)c1ccc(I)cc1NS(=O)(=O)c1cccc2nccnc12)c1ccc(F)cc1F. As a reaction SMILES: [ClH:25].[F:26][c:27]1[c:28]([CH:34]([CH3:35])[NH2:36])[cH:29][cH:30][c:31]([F:33])[cH:32]1.[I:1][c:2]1[cH:3][c:4]([NH:11][S:12](=[O:13])(=[O:14])[c:15]2[c:16]3[n:17][cH:18][cH:19][n:20][c:21]3[cH:22][cH:23][cH:24]2)[c:5]([C:6](=[O:7])[OH:8])[cH:9][cH:10]1>>[I:1][c:2]1[cH:3][c:4]([NH:11][S:12](=[O:13])(=[O:14])[c:15]2[c:16]3[n:17][cH:18][cH:19][n:20][c:21]3[cH:22][cH:23][cH:24]2)[c:5]([C:6](=[O:7])[NH:36][CH:34]([c:28]2[c:27]([F:26])[cH:32][c:31]([F:33])[cH:30][cH:29]2)[CH3:35])[cH:9][cH:10]1. Reactants: 5g, [OH-].[K+] (potassium hydroxide), C1(=CC=CC=C1)C(C=1C=CC(=NC1)C#N)(C1=CC=CC=C1)C1=CC=CC=C1 (5-(triphenylmethyl)-2-cyanopyridine), O (water). Run in CO (methanol). Yields the product C1(=CC=CC=C1)C(C=1C=CC(=NC1)C(=O)N)(C1=CC=CC=C1)C1=CC=CC=C1 (5-(Triphenylmethyl)-Picolinamide). RXN SMILES: [C:1]1([C:7]([C:22]2[CH:27]=[CH:26][CH:25]=[CH:24][CH:23]=2)([C:16]2[CH:21]=[CH:20][CH:19]=[CH:18][CH:17]=2)[C:8]2[CH:9]=[CH:10][C:11]([C:14]#[N:15])=[N:12][CH:13]=2)[CH:6]=[CH:5][CH:4]=[CH:3][CH:2]=1.[OH2:28].[OH-].[K+]>CO>[C:16]1([C:7]([C:22]2[CH:27]=[CH:26][CH:25]=[CH:24][CH:23]=2)([C:1]2[CH:6]=[CH:5][CH:4]=[CH:3][CH:2]=2)[C:8]2[CH:9]=[CH:10][C:11]([C:14]([NH2:15])=[O:28])=[N:12][CH:13]=2)[CH:17]=[CH:18][CH:19]=[CH:20][CH:21]=1 |f:2.3|. Procedure: Dissolve 5g. of 5-(triphenylmethyl)-2-cyanopyridine in a mixture consisting of 50 ml. of water and 1.0 liter of methanol. Add 4 g. of potassium hydroxide and heat the mixture at reflux for 15 hours. Remove the methanol under reduced pressure, triturate the residue with water and dry the solids obtained thereby. Crystallize the product from acetonitrile to obtain the product of this example. m.p. 239°-240° C. Reactants: ClC(C(CC(C)=O)=O)(F)F (1-chloro-1,1-difluoro-2,4-pentanedione), C(OCC)([O-])[O-] (ethyl orthoformate), C(C)(=O)OC(C)=O (acetic anhydride). Run in O (water), O (water). Reaction conditions: time 2 hour. The product is ClC(C(C(C(C)=O)=COCC)=O)(F)F (1-Choro-1,1-difluoro-3-ethoxymethylene-2,4-pentanedione). Isolated yield 48.5%. As a reaction SMILES: [Cl:1][C:2]([F:10])([F:9])[C:3](=[O:8])[CH2:4][C:5](=[O:7])[CH3:6].[CH:11]([O-])([O-])[O:12][CH2:13][CH3:14].C(OC(=O)C)(=O)C>O>[Cl:1][C:2]([F:10])([F:9])[C:3](=[O:8])[C:4](=[CH:11][O:12][CH2:13][CH3:14])[C:5](=[O:7])[CH3:6]. Procedure details: A mixed solution containing 50 g of 1-chloro-1,1-difluoro-2,4-pentanedione, 60 g of ethyl orthoformate and 82 g of acetic anhydride was refluxed with stirring for 2 hours. After a Dean-Stark apparatus (water separator) was fixed, the solution was refluxed for additional 4 hours, while about 100 ml of water was removed. After it was allowed to cool, vacuum distillation was conducted to obtain 32.2 g of the desired product as a pale red liquid. Boiling point 95°-118° C./1.6 mmHg. Reactants: CN(C)C(=O)c1ccc(B(O)O)cc1, CN(C)C=O, [K+], [K+], O=C([O-])[O-], N#CCc1ccc(NC(=O)C2(c3ccc4c(c3)OCO4)CC2)cc1Br. Yields the product CN(C)C(=O)c1ccc(-c2cc(NC(=O)C3(c4ccc5c(c4)OCO5)CC3)ccc2CC#N)cc1. As a reaction SMILES: [CH3:26][N:27]([C:28](=[O:29])[c:30]1[cH:31][cH:32][c:33]([B:36]([OH:37])[OH:38])[cH:34][cH:35]1)[CH3:39].[CH3:46][N:47]([CH3:48])[CH:49]=[O:50].[K+:40].[K+:41].[O-:42][C:43]([O-:44])=[O:45].[O:1]1[CH2:2][O:3][c:4]2[c:5]1[cH:6][cH:7][c:8]([C:10]1([C:13](=[O:14])[NH:15][c:16]3[cH:17][c:18]([Br:25])[c:19]([CH2:22][C:23]#[N:24])[cH:20][cH:21]3)[CH2:11][CH2:12]1)[cH:9]2>>[O:1]1[CH2:2][O:3][c:4]2[c:5]1[cH:6][cH:7][c:8]([C:10]1([C:13](=[O:14])[NH:15][c:16]3[cH:17][c:18](-[c:33]4[cH:32][cH:31][c:30]([C:28]([N:27]([CH3:26])[CH3:39])=[O:29])[cH:35][cH:34]4)[c:19]([CH2:22][C:23]#[N:24])[cH:20][cH:21]3)[CH2:11][CH2:12]1)[cH:9]2. Starting materials: C(C1=CC=CC=C1)C1(C(C2=C(C(=C(C=C2C1)O)Cl)Cl)=O)C (2-benzyl-2-methyl-5-hydroxy-6,7-dichloro-1-indanone), [H-].COCCO[Al+]OCCOC.[Na+].[H-] (sodium bis-(2-methoxyethoxy)-aluminum hydride). Solvent: O1CCCC1 (tetrahydrofuran). Yields the product C(C1=CC=CC=C1)C1(C(C2=C(C(=C(C=C2C1)O)Cl)Cl)O)C (2-Benzyl-2-methyl-6,7-dichloro-1,5-indandiol). As a reaction SMILES: [CH2:1]([C:8]1([CH3:21])[CH2:16][C:15]2[C:10](=[C:11]([Cl:19])[C:12]([Cl:18])=[C:13]([OH:17])[CH:14]=2)[C:9]1=[O:20])[C:2]1[CH:7]=[CH:6][CH:5]=[CH:4][CH:3]=1.[H-].COCCO[Al+]OCCOC.[Na+].[H-]>O1CCCC1>[CH2:1]([C:8]1([CH3:21])[CH2:16][C:15]2[C:10](=[C:11]([Cl:19])[C:12]([Cl:18])=[C:13]([OH:17])[CH:14]=2)[CH:9]1[OH:20])[C:2]1[CH:7]=[CH:6][CH:5]=[CH:4][CH:3]=1 |f:1.2.3.4|. Reported procedure: 2-Benzyl-2-methyl-6,7-dichloro-1,5-indandiol is prepared following substantially the same procedure described in Example 4, Step E, using the following substances: 2-benzyl-2-methyl-5-hydroxy-6,7-dichloro-1-indanone (4.8 g., 0.015 mole); sodium bis-(2-methoxyethoxy)-aluminum hydride (70% in benzene [5 ml.]); and tetrahydrofuran (50 ml.). The reactants are Cc1ccc(C)c(N2CCN(C(=O)C3CNC(=O)N3c3ccccc3)CC2)c1, O=S(=O)(Cl)c1ccc(F)cc1F, [H-], [Na+]. Yields the product Cc1ccc(C)c(N2CCN(C(=O)C3CN(S(=O)(=O)c4ccc(F)cc4F)C(=O)N3c3ccccc3)CC2)c1. As a reaction SMILES: [CH3:1][c:2]1[c:3]([N:9]2[CH2:10][CH2:11][N:12]([C:15](=[O:16])[CH:17]3[CH2:18][NH:19][C:20](=[O:28])[N:21]3[c:22]3[cH:23][cH:24][cH:25][cH:26][cH:27]3)[CH2:13][CH2:14]2)[cH:4][c:5]([CH3:8])[cH:6][cH:7]1.[F:31][c:32]1[c:33]([S:39](=[O:40])(=[O:41])[Cl:42])[cH:34][cH:35][c:36]([F:38])[cH:37]1.[H-:29].[Na+:30]>>[CH3:1][c:2]1[c:3]([N:9]2[CH2:10][CH2:11][N:12]([C:15](=[O:16])[CH:17]3[CH2:18][N:19]([S:39]([c:33]4[c:32]([F:31])[cH:37][c:36]([F:38])[cH:35][cH:34]4)(=[O:40])=[O:41])[C:20](=[O:28])[N:21]3[c:22]3[cH:23][cH:24][cH:25][cH:26][cH:27]3)[CH2:13][CH2:14]2)[cH:4][c:5]([CH3:8])[cH:6][cH:7]1. Reactants: FC(C(=C(C(F)(F)F)F)F)(F)F (octafluorobut-2-ene), C(C=C)O (allyl alcohol), [OH-].[K+] (KOH). The solvent is O (water). Conditions: time 8 hour. Product: C(C=C)C(C(C(F)(F)F)=O)(C(F)(F)F)F ((3-allyl-)heptafluorobutan-2-one). RXN SMILES: [F:1][C:2]([F:12])([F:11])[C:3]([F:10])=[C:4](F)[C:5]([F:8])([F:7])[F:6].[CH2:13](O)[CH:14]=[CH2:15].[OH-:17].[K+]>O>[CH2:15]([C:3]([F:10])([C:2]([F:1])([F:11])[F:12])[C:4](=[O:17])[C:5]([F:6])([F:7])[F:8])[CH:14]=[CH2:13] |f:2.3|. Reported procedure: 396 g (1.98 mol) of octafluorobut-2-ene is condensed into 116 g (2 mol) of allyl alcohol at -5° C. Then 113 g (1.98 mol) of KOH, dissolved in 150 ml of water, is slowly added dropwise over the course of 3 hours, the temperature being maintained at 0°-5° C. Stirring continues overnight at room temperature and working-up is performed in the same way as in Example 2a.